Dataset: the Open Reaction Database (ORD), a public repository of structured organic reaction records. Task: describe an organic reaction: reactants, conditions, products, and yield Reactants: O=C([O-])O, ClCCl, CCOC(=O)C(C)c1cccc(OCOC)c1, [Na+], O, O=C(O)C(F)(F)F. Yields the product CCOC(=O)C(C)c1cccc(O)c1. As a reaction SMILES: [C:25](=[O:26])([OH:27])[O-:28].[CH2:31]([Cl:32])[Cl:33].[CH3:1][O:2][CH2:3][O:4][c:5]1[cH:6][c:7]([CH:11]([C:12](=[O:13])[O:14][CH2:15][CH3:16])[CH3:17])[cH:8][cH:9][cH:10]1.[Na+:29].[OH2:30].[OH:18][C:19]([C:20]([F:21])([F:22])[F:23])=[O:24]>>[OH:4][c:5]1[cH:6][c:7]([CH:11]([C:12](=[O:13])[O:14][CH2:15][CH3:16])[CH3:17])[cH:8][cH:9][cH:10]1. Reactants: C#CCO, CCNCC, O=C(NCc1ccc(Cl)cc1)c1cnc2sc(I)cc2c1O, I[Cu]I, Cl[Pd]Cl, c1ccc(P(c2ccccc2)c2ccccc2)cc1, c1ccc(P(c2ccccc2)c2ccccc2)cc1. The product is O=C(NCc1ccc(Cl)cc1)c1cnc2sc(C#CCO)cc2c1O. As a reaction SMILES: [CH2:23]([C:24]#[CH:25])[OH:26].[CH2:27]([NH:28][CH2:29][CH3:30])[CH3:31].[Cl:1][c:2]1[cH:3][cH:4][c:5]([CH2:6][NH:7][C:8](=[O:9])[c:10]2[c:11]([OH:20])[c:12]3[c:13]([n:14][cH:15]2)[s:16][c:17]([I:19])[cH:18]3)[cH:21][cH:22]1.[Cu:32]([I:33])[I:34].[Pd:35]([Cl:36])[Cl:37].[c:38]1([P:39]([c:40]2[cH:41][cH:42][cH:43][cH:44][cH:45]2)[c:46]2[cH:47][cH:48][cH:49][cH:50][cH:51]2)[cH:52][cH:53][cH:54][cH:55][cH:56]1.[c:57]1([P:58]([c:59]2[cH:60][cH:61][cH:62][cH:63][cH:64]2)[c:65]2[cH:66][cH:67][cH:68][cH:69][cH:70]2)[cH:71][cH:72][cH:73][cH:74][cH:75]1>>[Cl:1][c:2]1[cH:3][cH:4][c:5]([CH2:6][NH:7][C:8](=[O:9])[c:10]2[c:11]([OH:20])[c:12]3[c:13]([n:14][cH:15]2)[s:16][c:17]([C:25]#[C:24][CH2:23][OH:26])[cH:18]3)[cH:21][cH:22]1. Starting materials: ClC1=CC=C(C(=O)C2=CC=C(CBr)C=C2)C=C1 (4-(4-chlorobenzoyl)benzyl bromide), CC1=C(C2=C(C=NN(C2=O)C)N1)C (2,3,5-trimethyl-1H-pyrrolo[2,3-d]-pyridazin-4(5H)-one), [H-].[Na+] (sodium hydride), O (water). Run in CN(C)C=O (DMF), CN(C)C=O (DMF), CN(C)C=O (DMF). Run at time 30 minute. The product is ClC1=CC=C(C(=O)C2=CC=C(CN3C(=C(C4=C3C=NN(C4=O)C)C)C)C=C2)C=C1 (1-[4-(4-Chlorobenzoyl)benzyl]-2,3,5-trimethyl-1H-pyrrolo [2,3-d]pyridazin-4(5H)-one). Yield: 58.3%. RXN SMILES: [CH3:1][C:2]1[NH:12][C:5]2[CH:6]=[N:7][N:8]([CH3:11])[C:9](=[O:10])[C:4]=2[C:3]=1[CH3:13].[H-].[Na+].[Cl:16][C:17]1[CH:32]=[CH:31][C:20]([C:21]([C:23]2[CH:30]=[CH:29][C:26]([CH2:27]Br)=[CH:25][CH:24]=2)=[O:22])=[CH:19][CH:18]=1.O>CN(C=O)C>[Cl:16][C:17]1[CH:18]=[CH:19][C:20]([C:21]([C:23]2[CH:30]=[CH:29][C:26]([CH2:27][N:12]3[C:5]4[CH:6]=[N:7][N:8]([CH3:11])[C:9](=[O:10])[C:4]=4[C:3]([CH3:13])=[C:2]3[CH3:1])=[CH:25][CH:24]=2)=[O:22])=[CH:31][CH:32]=1 |f:1.2|. Reported procedure: A solution of 2,3,5-trimethyl-1H-pyrrolo[2,3-d]-pyridazin-4(5H)-one (532 mg) in DMF (45 ml) was dripped into a suspension of 60% sodium hydride-oil (144 mg) in DMF (12 ml) on an ice-water bath. The mixture was stirred at room temperature for 30 minutes, after which a solution of 4-(4-chlorobenzoyl)benzyl bromide (1.02 g) in DMF (15 ml) was added and the mixture was further stirred at room temperature for 1.5 hours. The reaction was stopped by adding water and the reaction mixture was extracted w... Reactants: NOCc1ccccc1, Cc1ccccc1, COc1c(NC2CCC(=O)CC2)ccnc1C, O. The product is COc1c(NC2CCC(=NOCc3ccccc3)CC2)ccnc1C. RXN SMILES: [CH2:18]([c:19]1[cH:20][cH:21][cH:22][cH:23][cH:24]1)[O:25][NH2:26].[CH3:28][c:29]1[cH:30][cH:31][cH:32][cH:33][cH:34]1.[O:1]=[C:2]1[CH2:3][CH2:4][CH:5]([NH:8][c:9]2[c:10]([O:16][CH3:17])[c:11]([CH3:15])[n:12][cH:13][cH:14]2)[CH2:6][CH2:7]1.[OH2:27]>>[C:2]1(=[N:26][O:25][CH2:18][c:19]2[cH:20][cH:21][cH:22][cH:23][cH:24]2)[CH2:3][CH2:4][CH:5]([NH:8][c:9]2[c:10]([O:16][CH3:17])[c:11]([CH3:15])[n:12][cH:13][cH:14]2)[CH2:6][CH2:7]1. The reactants are ClC1=C(C(=NN1C)C(F)(F)F)C(=O)O (5-chloro-1-methyl-3-trifluoromethylpyrazole-4-carboxylic acid), FC1=CC=C(C=C1)S (4-fluorothiophenol), C([O-])([O-])=O.[K+].[K+] (potassium carbonate). Run in C(C)#N (acetonitrile). Reaction conditions: time 4 hour. Yields the product FC1=CC=C(C=C1)SC1=C(C(=NN1C)C(F)(F)F)C(=O)O (5-(4-fluorophenylthio)-1-methyl-3-trifluoromethylpyrazole-4-carboxylic acid). Yield: 35.0%. RXN SMILES: Cl[C:2]1[N:6]([CH3:7])[N:5]=[C:4]([C:8]([F:11])([F:10])[F:9])[C:3]=1[C:12]([OH:14])=[O:13].[F:15][C:16]1[CH:21]=[CH:20][C:19]([SH:22])=[CH:18][CH:17]=1.C(=O)([O-])[O-].[K+].[K+]>C(#N)C>[F:15][C:16]1[CH:21]=[CH:20][C:19]([S:22][C:2]2[N:6]([CH3:7])[N:5]=[C:4]([C:8]([F:11])([F:10])[F:9])[C:3]=2[C:12]([OH:14])=[O:13])=[CH:18][CH:17]=1 |f:2.3.4|. Procedure: A mixture of 5-chloro-1-methyl-3-trifluoromethylpyrazole-4-carboxylic acid (2.0 g), 4-fluorothiophenol (1.66 g) and anhydrous potassium carbonate (3.26 g) was heated under reflux in acetonitrile with stirring for 4 hours. After filtration the filtrate was evaporated, acidified with dilute hydrochloric acid and extracted with ethyl acetate. The combined extract was dried (anydrous magnesium sulphate), filtered and evaporated in vacuo. Recrystallisation from ether/hexane gave 5-(4-fluorophenylthio... Starting materials: [H-].[H-].[H-].[H-].[Li+].[Al+3] (LiAlH4), C(C1=CC=CC=C1)OC(C1=C(C=C(C=C1)C(C)(C)C)OCC1=CC=CC=C1)=O (2-benzyloxy-4-tert-butylbenzoic acid benzyl ester), C(C)(=O)OCC (ethyl acetate), OS(=O)(=O)O (H2SO4). The solvent is O1CCCC1 (tetrahydrofuran), O1CCCC1 (tetrahydrofuran), O1CCCC1.O (tetrahydrofuran water). Conditions: time 4 hour. Yields the product C(C1=CC=CC=C1)OC1=C(CO)C=CC(=C1)C(C)(C)C (2-Benzyloxy-4-tert-butyl-benzyl alcohol). As a reaction SMILES: C([O:8][C:9](=O)[C:10]1[CH:15]=[CH:14][C:13]([C:16]([CH3:19])([CH3:18])[CH3:17])=[CH:12][C:11]=1[O:20][CH2:21][C:22]1[CH:27]=[CH:26][CH:25]=[CH:24][CH:23]=1)C1C=CC=CC=1.[H-].[H-].[H-].[H-].[Li+].[Al+3].C(OCC)(=O)C.OS(O)(=O)=O>O1CCCC1.O1CCCC1.O>[CH2:21]([O:20][C:11]1[CH:12]=[C:13]([C:16]([CH3:19])([CH3:18])[CH3:17])[CH:14]=[CH:15][C:10]=1[CH2:9][OH:8])[C:22]1[CH:23]=[CH:24][CH:25]=[CH:26][CH:27]=1 |f:1.2.3.4.5.6,10.11|. Procedure: A solution of 6.44 g of 2-benzyloxy-4-tert-butylbenzoic acid benzyl ester in 10 ml of tetrahydrofuran is slowly added dropwise to a suspension, stirred at room temperature, of 0.47 g of LiAlH4 in 40 ml of tetrahydrofuran. The reaction mixture is stirred for a further 4 hours at room temperature and then, in succession, 0.96 ml of ethyl acetate, 6.4 ml of tetrahydrofuran/water=1:1 and 9.6 ml of 2N H2SO4 are added dropwise thereto. The suspension is partitioned between ethyl acetate and water/satu... Reactants: N1N=CC=C1 (pyrazole), ClC=1N=C(C2=C(N1)SC1=C2CCCC1)NCC1=CC=C(C=C1)F (2-chloro-5,6,7,8-tetrahydro-4-(4-fluorobenzylamino)-[1]-benzothieno-[2,3-d]-pyrimidine). Yields the product N1(N=CC=C1)C=1N=C(C2=C(N1)SC1=C2CCCC1)NCC1=CC=C(C=C1)F (2-(pyrazol-1-yl)-5,6,7,8-tetrahydro-4-(4-fluorobenzylamino)-[1]-benzothieno-[2,3-d]-pyrimidine). Reaction SMILES: [NH:1]1[CH:5]=[CH:4][CH:3]=[N:2]1.Cl[C:7]1[N:8]=[C:9]([NH:20][CH2:21][C:22]2[CH:27]=[CH:26][C:25]([F:28])=[CH:24][CH:23]=2)[C:10]2[C:15]3[CH2:16][CH2:17][CH2:18][CH2:19][C:14]=3[S:13][C:11]=2[N:12]=1>>[N:1]1([C:7]2[N:8]=[C:9]([NH:20][CH2:21][C:22]3[CH:23]=[CH:24][C:25]([F:28])=[CH:26][CH:27]=3)[C:10]3[C:15]4[CH2:16][CH2:17][CH2:18][CH2:19][C:14]=4[S:13][C:11]=3[N:12]=2)[CH:5]=[CH:4][CH:3]=[N:2]1. Procedure: Following the procedure of Example 97, the reaction of pyrazole with 2-chloro-5,6,7,8-tetrahydro-4-(4-fluorobenzylamino)-[1]-benzothieno-[2,3-d]-pyrimidine gives 2-(pyrazol-1-yl)-5,6,7,8-tetrahydro-4-(4-fluorobenzylamino)-[1]-benzothieno-[2,3-d]-pyrimidine.